Dataset: the Open Reaction Database (ORD), a public repository of structured organic reaction records. Task: describe an organic reaction: reactants, conditions, products, and yield The reactants are C1C(CN1)(F)F.Cl, COC(=O)CC1=NC=CC(=C1)Br. Reagents/catalysts: C(=O)([O-])[O-].[Cs+].[Cs+], C1=CC=C(C=C1)P(C2=CC=CC=C2)C3=C(C4=CC=CC=C4C=C3)C5=C(C=CC6=CC=CC=C65)P(C7=CC=CC=C7)C8=CC=CC=C8, CC(=O)O.CC(=O)O.[Pd]. The solvent is CN(C)C=O. Reaction conditions: temperature 120 celsius. Product: COC(=O)CC1=NC=CC(=C1)N2CC(C2)(F)F. Isolated yield 39.9%. Reported procedure: palladium acetate (1.561 mg, 6.95 µmol) and BINAP (2.71 mg, 4.35 µmol) were added to methyl 2-(4-bromopyridin-2-yl)acetate (100 mg, 0.43 mmol), 3,3 difluoroazetidine hydrochloride (61.9 mg, 0.48 mmol) and cesium carbonate (425 mg, 1.30 mmol) in DMF (5 mL) at 21°C under nitrogen. The resulting mixture was stirred at 120 °C for 2.5 hours. - lcms looks ok. Cooled to room temp.The reaction mixture was diluted with EtOAc (150 mL), and washed sequentially with water (75 mL), water (75 mL). The organic...